Dataset: the Open Reaction Database (ORD), a public repository of structured organic reaction records. Task: describe an organic reaction: reactants, conditions, products, and yield Starting materials: Cl (HCl), COC(C(C)(C)NC(=O)C1=C(C2=CC=CC=C2C=C1)OCC=1C=NC(=C(C1)Cl)Cl)=O (2-{[1-(5,6-dichloro-pyridin-3-ylmethoxy)-naphthalene-2-carbonyl]-amino}-2-methyl-propionic acid methyl ester), [O-]CC.[Na+] (sodium ethoxide), O (water). Solvent: CCO (EtOH). Yields the product ClC=1C=C(C=NC1OCC)COC1=C(C=CC2=CC=CC=C12)C(=O)NC(C(=O)O)(C)C (2-{[1-(5-chloro-6-ethoxy-pyridin-3-ylmethoxy)-naphthalene-2-carbonyl]-amino}-2-methyl-propionic acid). The yield is 80.8%. RXN SMILES: C[O:2][C:3](=[O:30])[C:4]([NH:7][C:8]([C:10]1[CH:19]=[CH:18][C:17]2[C:12](=[CH:13][CH:14]=[CH:15][CH:16]=2)[C:11]=1[O:20][CH2:21][C:22]1[CH:23]=[N:24][C:25](Cl)=[C:26]([Cl:28])[CH:27]=1)=[O:9])([CH3:6])[CH3:5].[O-:31][CH2:32][CH3:33].[Na+].O.Cl>CCO>[Cl:28][C:26]1[CH:27]=[C:22]([CH2:21][O:20][C:11]2[C:12]3[C:17](=[CH:16][CH:15]=[CH:14][CH:13]=3)[CH:18]=[CH:19][C:10]=2[C:8]([NH:7][C:4]([CH3:6])([CH3:5])[C:3]([OH:2])=[O:30])=[O:9])[CH:23]=[N:24][C:25]=1[O:31][CH2:32][CH3:33] |f:1.2|. Reported procedure: A solution of 50 mg 2-{[1-(5,6-dichloro-pyridin-3-ylmethoxy)-naphthalene-2-carbonyl]-amino}-2-methyl-propionic acid methyl ester and 30 mg sodium ethoxide in 3 ml EtOH containing 5% of water was heated to 120° C. for 2 min using a microwave reactor. The reaction mixture was acidified to pH 4 with 2 M HCl and the precipitated solid was collected by filtration and purified by RP-HPLC to yield 40 mg 2-{[1-(5-chloro-6-ethoxy-pyridin-3-ylmethoxy)-naphthalene-2-carbonyl]-amino}-2-methyl-propionic acid... Starting materials: CC[O-].[Na+].C(C)O (sodium ethylate ethanol), Cl.NC1C(=O)NCCCC1 (α-amino-ε-caprolactam hydrochloride), Cl.C(C)OC([C@@H](N)CCCCN)=O (lysine ethyl ester monohydrochloride). Product: Cl.Cl.C(C)OC([C@@H](N)CCCCN)=O (lysine ethyl ester dihydrochloride). Isolated yield 40.0%. RXN SMILES: CC[O-].[Na+].C(O)C.[ClH:8].NC1CCCCNC1=O.Cl.[CH2:19]([O:21][C:22](=[O:30])[C@H:23]([CH2:25][CH2:26][CH2:27][CH2:28][NH2:29])[NH2:24])[CH3:20]>>[ClH:8].[ClH:8].[CH2:19]([O:21][C:22](=[O:30])[C@H:23]([CH2:25][CH2:26][CH2:27][CH2:28][NH2:29])[NH2:24])[CH3:20] |f:0.1.2,3.4,5.6,7.8.9|. Procedure: The contents, taken out from the glass ampule, were neutralized to about pH 8.0 by adding sodium ethylate-ethanol solution, and the mixture of α-amino-ε-caprolactam hydrochloride, lysine ethyl ester monohydrochloride, and a small amount of lysine ethyl ester dihydrochloride, was obtained. α-amino-ε-caprolactam hydrochloride, lysine ethyl ester dihydrochloride, and sodium chloride were eluted by passing the mixture through the weak cation exchange column, Amberlite IRC-50, freed from water before...